This data is from the Open Reaction Database (ORD), a public repository of structured organic reaction records. The task is: describe an organic reaction: reactants, conditions, products, and yield The reactants are O1CCN(CC1)CC(=O)OC (methyl 2-morpholinoacetate), O.NN (Hydrazine hydrate). The solvent is C(C)O (ethanol). Run at temperature 95 celsius. The product is O1CCN(CC1)CC(=O)NN (2-morpholinoacetohydrazide). Yield: 92.0%. Reaction SMILES: [O:1]1[CH2:6][CH2:5][N:4]([CH2:7][C:8]([O:10]C)=O)[CH2:3][CH2:2]1.O.[NH2:13][NH2:14]>C(O)C>[O:1]1[CH2:6][CH2:5][N:4]([CH2:7][C:8]([NH:13][NH2:14])=[O:10])[CH2:3][CH2:2]1 |f:1.2|. Reported procedure: In a 25 mL, 3-neck round-bottom flask, methyl 2-morpholinoacetate (0.25 g, 1.0 eq.) was dissolved in ethanol (5 mL) at RT. Hydrazine hydrate (0.087 g, 1.1 eq.) was introduced dropwise at RT and the reaction mixture was refluxed at 95° C. for 20 h. The reaction mixture was concentrated under reduced pressure (40° C., 20 mm Hg) to afford the crude 2-morpholinoacetohydrazide (0.23 g) which was used without further purification in the following step. The reactants are COCCOCCOCCOCCCC(=O)O, ClCCl, O=C1CCC(=O)N1O. Yields the product COCCOCCOCCOCCCC(=O)ON1C(=O)CCC1=O. Reaction SMILES: [CH3:9][O:10][CH2:11][CH2:12][O:13][CH2:14][CH2:15][O:16][CH2:17][CH2:18][O:19][CH2:20][CH2:21][CH2:22][C:23](=[O:24])[OH:25].[Cl:26][CH2:27][Cl:28].[OH:1][N:2]1[C:3](=[O:8])[CH2:4][CH2:5][C:6]1=[O:7]>>[O:1]([N:2]1[C:3](=[O:8])[CH2:4][CH2:5][C:6]1=[O:7])[C:23]([CH2:22][CH2:21][CH2:20][O:19][CH2:18][CH2:17][O:16][CH2:15][CH2:14][O:13][CH2:12][CH2:11][O:10][CH3:9])=[O:24].